Dataset: the Open Reaction Database (ORD), a public repository of structured organic reaction records. Task: describe an organic reaction: reactants, conditions, products, and yield The reactants are CC1(CCC(CC1)C1=CC2=C(N=C(N=C2CN2C(CNCC2)(C)C)C)S1)C (6-(4,4-dimethylcyclohexyl)-4-[(2,2-dimethylpiperazin-1-yl)methyl]-2-methylthieno[2,3-d]pyrimidine), N1=CC=CC=C1 (pyridine), C(Cl)Cl (DCM), C(C)(=O)OC(C)=O (acetic anhydride). The solvent is O (water). Run at time 30 minute. Yields the product Cl.CC1(CCC(CC1)C1=CC2=C(N=C(N=C2CN2C(CN(CC2)C(C)=O)(C)C)C)S1)C (1-(4-{[6-(4,4-dimethylcyclohexyl)-2-methylthieno[2,3-d]pyrimidin-4-yl]methyl}-3,3-dimethylpiperazin-1-yl)ethanone hydrochloride). RXN SMILES: [CH3:1][C:2]1([CH3:27])[CH2:7][CH2:6][CH:5]([C:8]2[S:26][C:11]3[N:12]=[C:13]([CH3:25])[N:14]=[C:15]([CH2:16][N:17]4[CH2:22][CH2:21][NH:20][CH2:19][C:18]4([CH3:24])[CH3:23])[C:10]=3[CH:9]=2)[CH2:4][CH2:3]1.N1C=CC=CC=1.C(Cl)[Cl:35].[C:37](OC(=O)C)(=[O:39])[CH3:38]>O>[ClH:35].[CH3:1][C:2]1([CH3:27])[CH2:7][CH2:6][CH:5]([C:8]2[S:26][C:11]3[N:12]=[C:13]([CH3:25])[N:14]=[C:15]([CH2:16][N:17]4[CH2:22][CH2:21][N:20]([C:37](=[O:39])[CH3:38])[CH2:19][C:18]4([CH3:23])[CH3:24])[C:10]=3[CH:9]=2)[CH2:4][CH2:3]1 |f:5.6|. Reported procedure: To a mixture of 6-(4,4-dimethylcyclohexyl)-4-[(2,2-dimethylpiperazin-1-yl)methyl]-2-methylthieno[2,3-d]pyrimidine (40 mg), pyridine (83 μL), and DCM (1.2 mL) was added acetic anhydride (49 μL), followed by stirring at room temperature for 30 minutes. To the reaction mixture was added water, followed by extraction with EtOAc. The organic layer was washed with brine, dried over MgSO4, and then concentrated under reduced pressure. The residue was purified by silica gel column. To a solution of the ...